From a dataset of the Open Reaction Database (ORD), a public repository of structured organic reaction records. describe an organic reaction: reactants, conditions, products, and yield Starting materials: ClCC=1C(=NC(=C(C1)CCl)C)C (3,5-bis-chloromethyl-2,6-dimethyl-pyridine), CN(C=O)C (dimethylformamide), [C-]#N.[K+] (potassium cyanide). The solvent is O (water). Run at time 4 hour. Product: C(#N)CC=1C=C(C(=NC1C)C)CC#N (5-cyanomethyl-2,6-dimethyl-pyridin-3-yl-acetonitrile). RXN SMILES: Cl[CH2:2][C:3]1[C:4]([CH3:12])=[N:5][C:6]([CH3:11])=[C:7]([CH2:9]Cl)[CH:8]=1.[C-:13]#[N:14].[K+].C[N:17]([CH3:20])C=O>O>[C:13]([CH2:2][C:3]1[CH:8]=[C:7]([CH2:9][C:20]#[N:17])[C:6]([CH3:11])=[N:5][C:4]=1[CH3:12])#[N:14] |f:1.2|. Procedure details: A solution of 3,5-bis-chloromethyl-2,6-dimethyl-pyridine (18.0 g, 88.2 mmol) in dimethylformamide (110 mL, 0.8 M) is cooled to 0° C. and treated with a solution of potassium cyanide (12.4 g, 190 mmol) in water (35 mL). The cooling bath is removed, and after 4 h, ice-cooled H2O (600 mL) is added. The resulting solids are filtered, washed with ice-cooled water (100 mL) and recrystallized from H2O to provide 5-cyanomethyl-2,6-dimethyl-pyridin-3-yl-acetonitrile as light brown flakes (10.9 g, 67%): m... Reactants: CNC1=C(C=CC=C1)C(C)=O (2'-(Methylamino)acetophenone), Cl (hydrochloric acid), C(C)(=O)OC(C)=O (acetic anhydride), [OH-].[Na+] (sodium hydroxide). Run in ClCCl (dichloromethane), C(=O)O (formic acid), O (Water). Reaction conditions: time 110 minute. Product: C(C)(=O)C1=C(N(C=O)C)C=CC=C1 (2'-acetyl-N-methylformanilide). As a reaction SMILES: C(O[C:5](=[O:7])C)(=O)C.[CH3:8][NH:9][C:10]1[CH:15]=[CH:14][CH:13]=[CH:12][C:11]=1[C:16](=O)[CH3:17].[OH-:19].[Na+].Cl>ClCCl.O.C(O)=O>[C:16]([C:11]1[CH:12]=[CH:13][CH:14]=[CH:15][C:10]=1[N:9]([CH3:8])[CH:5]=[O:7])(=[O:19])[CH3:17] |f:2.3|. Procedure details: A mixture of acetic anhydride (147.2 ml) and formic acid (98%, 100.3 ml) was stirred at 50°-60° for 110 minutes and then cooled to ambient temperature. 2'-(Methylamino)acetophenone (100 g) was added in portions over a period of 30 minutes whilst maintaining the temperature below 30°. The mixture was stirred at ambient temperature for 90 minutes and then cooled to 0°. Water (512 ml) was added over a period of 20 minutes, followed by aqueous sodium hydroxide (specific gravity 1.5, 288 ml) added ov... The reactants are BrC1=CC(=C(C(=C1)C)C(=O)N1CCC(CC1)N1[C@@H](CCC1)CO)C ((4-bromo-2,6-dimethyl-phenyl)-[4-((S)-2-hydroxymethyl-pyrrolidin-1-yl)-piperidin-1-yl]-methanone), BrC1=CC(=C(C(=C1)C)C(=O)N1CCC(CC1)N1[C@@H](CCC1)CO)C ((4-bromo-2,6-dimethyl-phenyl)-[4-((S)-2-hydroxymethyl-pyrrolidin-1-yl)-piperidin-1-yl]-methanone), FC(C1=CC=C(C=C1)B(O)O)(F)F (4-trifluoromethyl-phenyl boronic acid). The product is CC=1C=C(C=C(C1C(=O)N1CCC(CC1)N1[C@@H](CCC1)CO)C)C1=CC=C(C=C1)C(F)(F)F ((3,5-Dimethyl-4′-trifluoromethyl-biphenyl-4-yl)-[4-((S)-2-hydroxymethyl-pyrrolidin-1-yl)-piperidin-1-yl]-methanone). As a reaction SMILES: Br[C:2]1[CH:7]=[C:6]([CH3:8])[C:5]([C:9]([N:11]2[CH2:16][CH2:15][CH:14]([N:17]3[CH2:21][CH2:20][CH2:19][C@H:18]3[CH2:22][OH:23])[CH2:13][CH2:12]2)=[O:10])=[C:4]([CH3:24])[CH:3]=1.[F:25][C:26]([F:37])([F:36])[C:27]1[CH:32]=[CH:31][C:30](B(O)O)=[CH:29][CH:28]=1>>[CH3:24][C:4]1[CH:3]=[C:2]([C:30]2[CH:31]=[CH:32][C:27]([C:26]([F:37])([F:36])[F:25])=[CH:28][CH:29]=2)[CH:7]=[C:6]([CH3:8])[C:5]=1[C:9]([N:11]1[CH2:16][CH2:15][CH:14]([N:17]2[CH2:21][CH2:20][CH2:19][C@H:18]2[CH2:22][OH:23])[CH2:13][CH2:12]1)=[O:10]. Procedure: In analogy to the procedure described for example 1, (4-bromo-2,6-dimethyl-phenyl)-[4-((S)-2-hydroxymethyl-pyrrolidin-1-yl)-piperidin-1-yl]-methanone (intermediate 4) was reacted with 4-trifluoromethyl-phenyl boronic acid to give the title compound as off-white solid. MS: 461.3 (MH+). Reactants: CC1=C(OCC(=O)O)C=CC=C1 (2-(methylphenoxy) acetic acid), [H-].[Al+3].[Li+].[H-].[H-].[H-] (lithium aluminum hydride). The product is CC1=C(OCCO)C=CC=C1 (2-(Methylphenoxy)ethanol). The yield is 89.0%. RXN SMILES: [CH3:1][C:2]1[CH:12]=[CH:11][CH:10]=[CH:9][C:3]=1[O:4][CH2:5][C:6](O)=[O:7].[H-].[Al+3].[Li+].[H-].[H-].[H-]>>[CH3:1][C:2]1[CH:12]=[CH:11][CH:10]=[CH:9][C:3]=1[O:4][CH2:5][CH2:6][OH:7] |f:1.2.3.4.5.6|. Procedure: The title compound was prepared by the procedure of Preparation 2 in 89% yield from 2-(methylphenoxy) acetic acid and lithium aluminum hydride. The reactants are Cl.[N+](=O)([O-])C1=CC=C(C(=O)OC2=C(C3=CC=C(C=C3C=C2)C(N)=N)CC(N)=O)C=C1 (6-amidino-1-carbamoylmethyl-2-naphthyl 4-nitrobenzoate.hydrochloride). The reagents and catalysts are [C].[Pd] (palladium carbon). The solvent is CN(C)C=O (DMF). Conditions: time 24 hour. Yields the product Cl.Cl.NC1=CC=C(C(=O)OC2=C(C3=CC=C(C=C3C=C2)C(N)=N)CC(N)=O)C=C1 (6-amidino-1-carbamoylmethyl-2-naphthyl 4-aminobenzoate.dihydrochloride). Yield: 188.1%. Reaction SMILES: [ClH:1].[N+:2]([C:5]1[CH:30]=[CH:29][C:8]([C:9]([O:11][C:12]2[CH:21]=[CH:20][C:19]3[C:14](=[CH:15][CH:16]=[C:17]([C:22](=[NH:24])[NH2:23])[CH:18]=3)[C:13]=2[CH2:25][C:26](=[O:28])[NH2:27])=[O:10])=[CH:7][CH:6]=1)([O-])=O>[C].[Pd].CN(C=O)C>[ClH:1].[ClH:1].[NH2:2][C:5]1[CH:6]=[CH:7][C:8]([C:9]([O:11][C:12]2[CH:21]=[CH:20][C:19]3[C:14](=[CH:15][CH:16]=[C:17]([C:22](=[NH:23])[NH2:24])[CH:18]=3)[C:13]=2[CH2:25][C:26](=[O:28])[NH2:27])=[O:10])=[CH:29][CH:30]=1 |f:0.1,2.3,5.6.7|. Procedure details: To 600 mg of 6-amidino-1-carbamoylmethyl-2-naphthyl 4-nitrobenzoate.hydrochloride were added 10 ml of anhydrous DMF and 100 mg of 10% palladium carbon, and catalytic reduction was effected at room temperature for 24 hours. Then, insoluble matter was filtered off and the filtrate was concentrated under reduced pressure. To the residue was added 15 ml of methanol, and, furthermore, 350 μl of concentrated hydrochloric acid was added with stirring under cooling with ice. Then, the resulting solution... The reactants are OC1=CC=C(C(=O)CCCNC2=C(C=CC(=C2)OC)C2CC=3C=CC(=CC3CC2)OC(C(C)(C)C)=O)C=C1 (pivalic acid 6-{2-[(4-hydroxybenzoyl)propylamino]-4-methoxyphenyl}-5,6,7,8-tetrahydronaphthalen-2-yl ester), ClCC(=O)N1CCN(CC1)CC (2-chloro-1-(4-ethylpiperazin-1-yl)ethanone). Yields the product C(C)N1CCN(CC1)CCOC1=CC=C(CCCCNC2=C(C=CC(=C2)OC)C2CC=3C=CC(=CC3CC2)O)C=C1 (6-{2-{{4-[2-(4-Ethylpiperazin-1-yl)ethoxy]benzyl}propylamino}-4-methoxyphenyl}-5,6,7,8-tetrahydronaphthalen-2-ol). Yield: 52.8%. RXN SMILES: [OH:1][C:2]1[CH:38]=[CH:37][C:5]([C:6]([CH2:8][CH2:9][CH2:10][NH:11][C:12]2[CH:17]=[C:16]([O:18][CH3:19])[CH:15]=[CH:14][C:13]=2[CH:20]2[CH2:29][CH2:28][C:27]3[CH:26]=[C:25]([O:30]C(=O)C(C)(C)C)[CH:24]=[CH:23][C:22]=3[CH2:21]2)=O)=[CH:4][CH:3]=1.Cl[CH2:40][C:41]([N:43]1[CH2:48][CH2:47][N:46]([CH2:49][CH3:50])[CH2:45][CH2:44]1)=O>>[CH2:49]([N:46]1[CH2:47][CH2:48][N:43]([CH2:41][CH2:40][O:1][C:2]2[CH:3]=[CH:4][C:5]([CH2:6][CH2:8][CH2:9][CH2:10][NH:11][C:12]3[CH:17]=[C:16]([O:18][CH3:19])[CH:15]=[CH:14][C:13]=3[CH:20]3[CH2:29][CH2:28][C:27]4[CH:26]=[C:25]([OH:30])[CH:24]=[CH:23][C:22]=4[CH2:21]3)=[CH:37][CH:38]=2)[CH2:44][CH2:45]1)[CH3:50]. Reported procedure: Synthesized from pivalic acid 6-{2-[(4-hydroxybenzoyl)propylamino]-4-methoxyphenyl}-5,6,7,8-tetrahydronaphthalen-2-yl ester (21 mg) and 2-chloro-1-(4-ethylpiperazin-1-yl)ethanone (16 mg) according to an analogous synthetic method to Example 404 and purified by LC-MS, the title compound (12 mg) was obtained. Starting materials: [Br-], Cc1c(OCC(F)(F)F)ccnc1CSc1nc2cc(N3CCN(C)CC3)c(F)cc2[nH]1, ClC(Cl)Cl, O=C(OO)c1cccc(Cl)c1, [K+]. Product: Cc1c(OCC(F)(F)F)ccnc1CS(=O)c1nc2cc(N3CCN(C)CC3)c(F)cc2[nH]1. RXN SMILES: [Br-:44].[CH3:1][c:2]1[c:3]([CH2:14][S:15][c:16]2[n:17][c:18]3[c:19]([nH:20]2)[cH:21][c:22]([F:32])[c:23]([N:25]2[CH2:26][CH2:27][N:28]([CH3:31])[CH2:29][CH2:30]2)[cH:24]3)[n:4][cH:5][cH:6][c:7]1[O:8][CH2:9][C:10]([F:11])([F:12])[F:13].[CH:46]([Cl:47])([Cl:48])[Cl:49].[Cl:33][c:34]1[cH:35][cH:36][cH:37][c:38]([C:39]([O:40][OH:42])=[O:41])[cH:43]1.[K+:45]>>[CH3:1][c:2]1[c:3]([CH2:14][S:15]([c:16]2[n:17][c:18]3[c:19]([nH:20]2)[cH:21][c:22]([F:32])[c:23]([N:25]2[CH2:26][CH2:27][N:28]([CH3:31])[CH2:29][CH2:30]2)[cH:24]3)=[O:41])[n:4][cH:5][cH:6][c:7]1[O:8][CH2:9][C:10]([F:11])([F:12])[F:13].